This data is from the Open Reaction Database (ORD), a public repository of structured organic reaction records. The task is: describe an organic reaction: reactants, conditions, products, and yield Starting materials: COC(=O)C1=CC2=C(NC(=N2)C=CC2=CC(=C(C=C2)OC)OC)C=C1 (2-[2-(3,4-Dimethoxyphenyl)-vinyl]-1H-benzoimidazole-5-carboxylic acid methyl ester). The solvent is CO (MeOH), [OH-].[Na+] (NaOH). Conditions: time 18 hour. The product is COC=1C=C(C=CC1OC)/C=C/C1=NC2=C(N1)C=CC(=C2)C(=O)O ((E)-2-[2-(3,4-Dimethoxyphenyl)-vinyl]-1H-benzoimidazole-5-carboxylic acid). Yield: 16.8%. As a reaction SMILES: C[O:2][C:3]([C:5]1[CH:25]=[CH:24][C:8]2[NH:9][C:10]([CH:12]=[CH:13][C:14]3[CH:19]=[CH:18][C:17]([O:20][CH3:21])=[C:16]([O:22][CH3:23])[CH:15]=3)=[N:11][C:7]=2[CH:6]=1)=[O:4]>CO.[OH-].[Na+]>[CH3:23][O:22][C:16]1[CH:15]=[C:14](/[CH:13]=[CH:12]/[C:10]2[NH:9][C:8]3[CH:24]=[CH:25][C:5]([C:3]([OH:4])=[O:2])=[CH:6][C:7]=3[N:11]=2)[CH:19]=[CH:18][C:17]=1[O:20][CH3:21] |f:2.3|. Procedure: A mixture of 2-[2-(3,4-Dimethoxyphenyl)-vinyl]-1H-benzoimidazole-5-carboxylic acid methyl ester (3.5 g; 11 mmol) in MeOH (75 mL) and 2.5N NaOH solution (7.5 mL) was refluxed for 3 hours. The reaction mixture was cooled to ambient temperature and stirred for 18 hours. The reaction mixture was concentrated to dryness. The residue was dissolved in H2O, and acidified with 2N HCl. Precipitate was collected. Recrystallization from MeOH gave 600 mg (15%) of the title compound as creamy solid, mono-hydr... Starting materials: CC1([C@@H](NC(O1)=O)C1=CC=CC=C1)C ((S)-5,5-dimethyl-4-phenyloxazolidin-2-one), BrC=1C=C2CCNC(C2=CC1)=O (6-bromo-3,4-dihydroisoquinolin-1(2H)-one). Product: CC1([C@@H](N(C(O1)=O)C=1C=C2CCNC(C2=CC1)=O)C1=CC=CC=C1)C ((S)-5,5-dimethyl-3-(1-oxo-1,2,3,4-tetrahydroisoquinolin-6-yl)-4-phenyloxazolidin-2-one). The yield is 53.6%. As a reaction SMILES: [CH3:1][C:2]1([CH3:14])[O:6][C:5](=[O:7])[NH:4][C@H:3]1[C:8]1[CH:13]=[CH:12][CH:11]=[CH:10][CH:9]=1.Br[C:16]1[CH:17]=[C:18]2[C:23](=[CH:24][CH:25]=1)[C:22](=[O:26])[NH:21][CH2:20][CH2:19]2>>[CH3:1][C:2]1([CH3:14])[O:6][C:5](=[O:7])[N:4]([C:16]2[CH:17]=[C:18]3[C:23](=[CH:24][CH:25]=2)[C:22](=[O:26])[NH:21][CH2:20][CH2:19]3)[C@H:3]1[C:8]1[CH:9]=[CH:10][CH:11]=[CH:12][CH:13]=1. Procedure details: The title compound was prepared as described in General Scheme A substituting (S)-5,5-dimethyl-4-phenyloxazolidin-2-one (commercially available from Sigma-Aldrich, Milwaukee, Wis.) and 6-bromo-3,4-dihydroisoquinolin-1(2H)-one (commercially available from Astatech Inc., Bristol, Pa.). The final reaction mixture was filtered through Celite® brand filter aid with MeOH and DCM, concentrated, and purified (ISCO: 5 g cartridge, 12 g column, 0 to 35 to 100%, 90/10 DCM-MeOH in DCM). Fractions with produ... Reactants: C(OC1=C(C=C(C=C1)C[C@H]1C(OC[C@@H]1CC1=CC(=C(C=C1)OC)OC)=O)OC)(=O)Cl (4-(((3R,4R)-4-(3,4-dimethoxybenzyl)-2-oxotetrahydrofuran-3-yl)methyl)-2-methoxyphenyl carbonochloridate), TEA, [NH4+].[Cl-] (NH4Cl), N1CCCC1 (pyrrolidine). Run in C(Cl)Cl (DCM). Run at time 2 day. The product is N1(CCCC1)C(=O)OC1=C(C=C(C=C1)C[C@H]1C(OC[C@@H]1CC1=CC(=C(C=C1)OC)OC)=O)OC (4-(((3R,4R)-4-(3,4-dimethoxybenzyl)-2-oxotetrahydrofuran-3-yl)methyl)-2-methoxyphenyl pyrrolidine-1-carboxylate). The yield is 45.8%. RXN SMILES: [C:1](Cl)(=[O:29])[O:2][C:3]1[CH:8]=[CH:7][C:6]([CH2:9][C@@H:10]2[C@@H:14]([CH2:15][C:16]3[CH:21]=[CH:20][C:19]([O:22][CH3:23])=[C:18]([O:24][CH3:25])[CH:17]=3)[CH2:13][O:12][C:11]2=[O:26])=[CH:5][C:4]=1[O:27][CH3:28].[NH:31]1[CH2:35][CH2:34][CH2:33][CH2:32]1.[NH4+].[Cl-]>C(Cl)Cl>[N:31]1([C:1]([O:2][C:3]2[CH:8]=[CH:7][C:6]([CH2:9][C@@H:10]3[C@@H:14]([CH2:15][C:16]4[CH:21]=[CH:20][C:19]([O:22][CH3:23])=[C:18]([O:24][CH3:25])[CH:17]=4)[CH2:13][O:12][C:11]3=[O:26])=[CH:5][C:4]=2[O:27][CH3:28])=[O:29])[CH2:35][CH2:34][CH2:33][CH2:32]1 |f:2.3|. Reported procedure: To the above solution 4-(((3R,4R)-4-(3,4-dimethoxybenzyl)-2-oxotetrahydrofuran-3-yl)methyl)-2-methoxyphenyl carbonochloridate (124 mg, 0.33 mmol, 1.0 eq) in DCM (15 mL) was added TEA (67 mg, 0.66 mmol, 2.0 eq), followed by pyrrolidine (65 mg, 0.60 mmol, 1.5 eq) at 0° C. The mixture was stirred at rt over 2 days, basified with sat. aq. NH4Cl (30 mL), and extracted with DCM (30 mL×3). The combined organic layers were dried over MgSO4, filtered and concentrated. The resulting residue was purified b... Reactants: ClC1=NC(=C2N=C(N(C2=N1)C)CN1CCC(CC1)C(C)(C)O)N1CCOCC1 (2-(1-((2-chloro-9-methyl-6-morpholino-9H-purin-8-yl)methyl)piperidin-4-yl)propan-2-ol), CN1NC2=CC=CC=C2C1=O (2-methyl-1,2-dihydroindazol-3-one). Product: OC(C)(C)C1CCN(CC1)CC=1N(C2=NC(=NC(=C2N1)N1CCOCC1)N1N(C(C2=CC=CC=C12)=O)C)C (1-(8-((4-(2-hydroxypropan-2-yl)piperidin-1-yl)methyl)-9-methyl-6-morpholino-9H-purin-2-yl)-2-methyl-1H-indazol-3(2H)-one). RXN SMILES: Cl[C:2]1[N:10]=[C:9]2[C:5]([N:6]=[C:7]([CH2:12][N:13]3[CH2:18][CH2:17][CH:16]([C:19]([OH:22])([CH3:21])[CH3:20])[CH2:15][CH2:14]3)[N:8]2[CH3:11])=[C:4]([N:23]2[CH2:28][CH2:27][O:26][CH2:25][CH2:24]2)[N:3]=1.[CH3:29][N:30]1[C:38](=[O:39])[C:37]2[C:32](=[CH:33][CH:34]=[CH:35][CH:36]=2)[NH:31]1>>[OH:22][C:19]([CH:16]1[CH2:17][CH2:18][N:13]([CH2:12][C:7]2[N:8]([CH3:11])[C:9]3[C:5]([N:6]=2)=[C:4]([N:23]2[CH2:24][CH2:25][O:26][CH2:27][CH2:28]2)[N:3]=[C:2]([N:31]2[C:32]4[C:37](=[CH:36][CH:35]=[CH:34][CH:33]=4)[C:38](=[O:39])[N:30]2[CH3:29])[N:10]=3)[CH2:14][CH2:15]1)([CH3:20])[CH3:21]. Reported procedure: Following General Procedure I for Buchwald coupling, 2-(1-((2-chloro-9-methyl-6-morpholino-9H-purin-8-yl)methyl)piperidin-4-yl)propan-2-ol and 2-methyl-1,2-dihydroindazol-3-one were reacted to give 220. LCMS m/z: 521.3 (MH+) Reactants: BrCC(=O)C1=CC=C(C=C1)S(=O)(=O)C (2-Bromo-1-[4-(methylsulfonyl)phenyl]ethanone), C(C)(=O)[O-].[Na+] (sodium acetate). Solvent: CN(C)C=O (DMF). Reaction conditions: temperature 25 celsius, time 16 hour. Yields the product C(C)(=O)OCC(=O)C1=CC=C(C=C1)S(=O)(=O)C (2-[4-(methylsulfonyl)phenyl]-2-oxoethyl acetate). RXN SMILES: Br[CH2:2][C:3]([C:5]1[CH:10]=[CH:9][C:8]([S:11]([CH3:14])(=[O:13])=[O:12])=[CH:7][CH:6]=1)=[O:4].[C:15]([O-:18])(=[O:17])[CH3:16].[Na+]>CN(C=O)C>[C:15]([O:18][CH2:2][C:3]([C:5]1[CH:10]=[CH:9][C:8]([S:11]([CH3:14])(=[O:13])=[O:12])=[CH:7][CH:6]=1)=[O:4])(=[O:17])[CH3:16] |f:1.2|. Reported procedure: 2-Bromo-1-[4-(methylsulfonyl)phenyl]ethanone (2.4 g, 8.7 mmol) was added over a period of 30 min to the suspension of sodium acetate (0.7 g, 8.7 mmol) in DMF (25 mL) at RT. The mixture was stirred at 25° C. for 16 h, and was partitioned between H2O (100 mL) and EtOAc/hexane (20/100 mL). The organic layer was separated and washed with water (3×100 mL), dried with anhydrous Na2SO4, and concentrated to give 2-[4-(methylsulfonyl)phenyl]-2-oxoethyl acetate. LCMS: m/e=256 [M+1]+. Yields the product OC1=C(C(OC2=CC=CC=C12)=O)C(CCC)C1=CC=CC=C1 (4-Hydroxy-3-(1 -phenylbutyl)-coumarin). Solvent: O1CCOCC1 (dioxane). Procedure details: To a mixture of 792 mg of 4-hydroxycoumarin and 809 mg of 1-phenyl- 1 -butanol of Preparation 12 in 25 mL of dioxane under an argon atmosphere is added 2.6 mL of boron trifluoride etherate. The resulting yellow solution is left to stir at room temperature overnight. The volatiles are removed under reduced pressure and the residue is partioned between diethyl ether and 1N sodium hydroxide. The basic aqueous phase is washed with diethyl ether, acidified to pH=1 with 6N hydrochloric acid. The resul... Isolated yield 12.7%. Reaction conditions: time 8 hour. Starting materials: OC1=CC(OC2=CC=CC=C12)=O (4-hydroxycoumarin), C1(=CC=CC=C1)C(CCC)O (1-phenyl- 1 -butanol), B(F)(F)F.CCOCC (boron trifluoride etherate). As a reaction SMILES: [OH:1][C:2]1[C:11]2[C:6](=[CH:7][CH:8]=[CH:9][CH:10]=2)[O:5][C:4](=[O:12])[CH:3]=1.[C:13]1([CH:19](O)[CH2:20][CH2:21][CH3:22])[CH:18]=[CH:17][CH:16]=[CH:15][CH:14]=1.B(F)(F)F.CCOCC>O1CCOCC1>[OH:1][C:2]1[C:11]2[C:6](=[CH:7][CH:8]=[CH:9][CH:10]=2)[O:5][C:4](=[O:12])[C:3]=1[CH:19]([C:13]1[CH:18]=[CH:17][CH:16]=[CH:15][CH:14]=1)[CH2:20][CH2:21][CH3:22] |f:2.3|. The reactants are ClC1=NC2=CC=C(C=C2C=C1)C1=NN(C2=NC=NC(=C21)N)C(C)C (3-(2-chloroquinolin-6-yl)-1-isopropyl-1H-pyrazolo[3,4-d]pyrimidin-4-amine), C(C)(=O)N (acetamide), C(=O)([O-])[O-].[K+].[K+] (K2CO3). Reaction conditions: temperature 200 celsius. Product: NC1=C2C(=NC=N1)N(N=C2C=2C=C1C=CC(=NC1=CC2)N)C(C)C (6-(4-amino-1-isopropyl-1H-pyrazolo[3,4-d]pyrimidin-3-yl)quinolin-2-amine). The yield is 45.9%. As a reaction SMILES: Cl[C:2]1[CH:11]=[CH:10][C:9]2[C:4](=[CH:5][CH:6]=[C:7]([C:12]3[C:20]4[C:15](=[N:16][CH:17]=[N:18][C:19]=4[NH2:21])[N:14]([CH:22]([CH3:24])[CH3:23])[N:13]=3)[CH:8]=2)[N:3]=1.C([NH2:28])(=O)C.C([O-])([O-])=O.[K+].[K+]>>[NH2:21][C:19]1[N:18]=[CH:17][N:16]=[C:15]2[N:14]([CH:22]([CH3:23])[CH3:24])[N:13]=[C:12]([C:7]3[CH:8]=[C:9]4[C:4](=[CH:5][CH:6]=3)[N:3]=[C:2]([NH2:28])[CH:11]=[CH:10]4)[C:20]=12 |f:2.3.4|. Procedure: 3-(2-chloroquinolin-6-yl)-1-isopropyl-1H-pyrazolo[3,4-d]pyrimidin-4-amine (BA130, 50 mg, 0.15 mmol), acetamide (174 mg, 3.0 mmol) and K2CO3 (104 mg, 0.75 mmol) were combined and heated to 200° C. under an argon atmosphere for one hour. Reaction was cooled, then extracted with H2O and CH2Cl2. Organic phases were combined, concentrated in vacuo and purified by RP-HPLC (MeCN:H2O:0.1% TFA) to yield BA146 (22 mg, 46% yield). ESI-MS (M+H)+ m/z calcd 320.2, found 320.4. Reactants: BrCc1ccccc1, CCc1c(Oc2cc(C)cc(C)c2)[nH]c(=O)[nH]c1=O. The product is CCc1c(Oc2cc(C)cc(C)c2)n(Cc2ccccc2)c(=O)[nH]c1=O. As a reaction SMILES: [Br:20][CH2:21][c:22]1[cH:23][cH:24][cH:25][cH:26][cH:27]1.[CH2:1]([CH3:2])[c:3]1[c:4](=[O:19])[nH:5][c:6](=[O:18])[nH:7][c:8]1[O:9][c:10]1[cH:11][c:12]([CH3:17])[cH:13][c:14]([CH3:16])[cH:15]1>>[CH2:1]([CH3:2])[c:3]1[c:4](=[O:19])[nH:5][c:6](=[O:18])[n:7]([CH2:21][c:22]2[cH:23][cH:24][cH:25][cH:26][cH:27]2)[c:8]1[O:9][c:10]1[cH:11][c:12]([CH3:17])[cH:13][c:14]([CH3:16])[cH:15]1.